From a dataset of the Open Reaction Database (ORD), a public repository of structured organic reaction records. describe an organic reaction: reactants, conditions, products, and yield The reactants are OC=1C=C(C=CC1O)S(=O)(=O)NN (3,4-dihydroxybenzenesulphonic hydrazide), S1C(=NC2=C1C=CC=C2)SC(C(C)(ON2C(C=1C(C2=O)=CC=CC1)=O)C)=O (2-methyl-2-(phthalimidooxy)thiopropionic acid S-(2-benzothiazolyl) ester). Run in C(C)#N (acetonitrile). Reaction conditions: temperature 20 celsius, time 1 hour. Product: NOC(C(=O)NNS(=O)(=O)C1=CC(=C(C=C1)O)O)(C)C (2-[2-(aminooxy)-2-methylpropionyl]-1-[(3,4-di-hydroxyphenyl)sulphonyl]hydrazine). As a reaction SMILES: [OH:1][C:2]1[CH:3]=[C:4]([S:9]([NH:12][NH2:13])(=[O:11])=[O:10])[CH:5]=[CH:6][C:7]=1[OH:8].S1C2C=CC=CC=2N=C1S[C:24](=[O:40])[C:25]([CH3:39])([O:27][N:28]1C(=O)C2=CC=CC=C2C1=O)[CH3:26]>C(#N)C>[NH2:28][O:27][C:25]([CH3:39])([CH3:26])[C:24]([NH:13][NH:12][S:9]([C:4]1[CH:5]=[CH:6][C:7]([OH:8])=[C:2]([OH:1])[CH:3]=1)(=[O:10])=[O:11])=[O:40]. Procedure: A mixture of 204 mg of 3,4-dihydroxybenzenesulphonic hydrazide and 379 mg of 2-methyl-2-(phthalimidooxy)thiopropionic acid S-(2-benzothiazolyl) ester was heated to 60° C. in 5 ml of acetonitrile for 3 hours. After cooling, any undissolved material was filtered off under suction. The filtrate was freed from solvent in a vacuum and the residue was taken up in 3 ml of ethanol. The suspension was treated with 100 mg of hydrazine hydrate and stirred at 20° C. for 1 hour. A clear solution first result... The reactants are C[Al](C)C (Trimethyl aluminum), NC1=CC=CC=C1 (aniline), FC1=C(C(=O)NC=2C=C3C(=NC2)NC=C3C(=O)OC)C(=CC=C1NS(=O)(=O)CCC)F (methyl 5-(2,6-difluoro-3-(propylsulfonamido)benzamido)-1H-pyrrolo[2,3-b]pyridine-3-carboxylate). Run in C1(=CC=CC=C1)C (toluene). Run at time 20 minute. Yields the product FC1=C(C(=O)NC=2C=C3C(=NC2)NC=C3C(=O)NC3=CC=CC=C3)C(=CC=C1NS(=O)(=O)CCC)F (5-(2,6-difluoro-3-(propylsulfonamido)benzamido)-N-phenyl-1H-pyrrolo[2,3-b]pyridine-3-carboxamide). The yield is 35.6%. Reaction SMILES: [NH2:1][C:2]1[CH:7]=[CH:6][CH:5]=[CH:4][CH:3]=1.C[Al](C)C.[F:12][C:13]1[C:34]([NH:35][S:36]([CH2:39][CH2:40][CH3:41])(=[O:38])=[O:37])=[CH:33][CH:32]=[C:31]([F:42])[C:14]=1[C:15]([NH:17][C:18]1[CH:19]=[C:20]2[C:26]([C:27](OC)=[O:28])=[CH:25][NH:24][C:21]2=[N:22][CH:23]=1)=[O:16]>C1(C)C=CC=CC=1>[F:12][C:13]1[C:34]([NH:35][S:36]([CH2:39][CH2:40][CH3:41])(=[O:37])=[O:38])=[CH:33][CH:32]=[C:31]([F:42])[C:14]=1[C:15]([NH:17][C:18]1[CH:19]=[C:20]2[C:26]([C:27]([NH:1][C:2]3[CH:7]=[CH:6][CH:5]=[CH:4][CH:3]=3)=[O:28])=[CH:25][NH:24][C:21]2=[N:22][CH:23]=1)=[O:16]. Procedure details: A round bottom flask equipped with a stir bar and nitrogen inlet was charged with aniline (4.2 mg, 0.046 mmol) and dry toluene (0.5 mL) under a nitrogen atmosphere. Trimethyl aluminum (8.0 μL, 0.160 mmol, 7 eq.) was added to this solution, and this mixture was stirred at room temperature for 20 minutes. Methyl 5-(2,6-difluoro-3-(propylsulfonamido)benzamido)-1H-pyrrolo[2,3-b]pyridine-3-carboxylate (13.5 mg, 0.023 mmol, see Example 14) was added in one portion, and the reaction mixture warmed to 9...